Dataset: the Open Reaction Database (ORD), a public repository of structured organic reaction records. Task: describe an organic reaction: reactants, conditions, products, and yield The reactants are OC1=C(C=O)C=CC(=C1OC)[N+](=O)[O-] (2-hydroxy-3-methoxy-4-nitrobenzaldehyde), B(Br)(Br)Br (boron tribromide), ice water. Run in ClCCl (dichloromethane). Reaction conditions: time 4 hour. Yields the product OC1=C(C=O)C=CC(=C1O)[N+](=O)[O-] (2,3-dihydroxy-4-nitrobenzaldehyde). Yield: 95.1%. Reaction SMILES: [OH:1][C:2]1[C:9]([O:10]C)=[C:8]([N+:12]([O-:14])=[O:13])[CH:7]=[CH:6][C:3]=1[CH:4]=[O:5].B(Br)(Br)Br>ClCCl>[OH:1][C:2]1[C:9]([OH:10])=[C:8]([N+:12]([O-:14])=[O:13])[CH:7]=[CH:6][C:3]=1[CH:4]=[O:5]. Reported procedure: 17.2 g of 2-hydroxy-3-methoxy-4-nitrobenzaldehyde (J. Het. Chem. 33, (1996), 1171) in 350 ml of dichloromethane is slowly mixed at 0° C. with 175 ml of boron tribromide solution (1 M in dichloromethane), and it is stirred for another 4 hours. The batch is added to ice water, the organic phase is separated, and the aqueous phase is extracted with dichloromethane. The combined organic phases are washed with water, and the solvent is removed in a vacuum. 15.2 g of 2,3-dihydroxy-4-nitrobenzaldehyde ... Product: FC1=CC=C(C=C1)C1=NN2C(C=CC(=C2)C(F)(F)F)=C1C1=NC(=NC=C1)NCCN1CCCC1 (N-{4-[2-(4-fluorophenyl)-6-(trifluoromethyl)pyrazolo[1,5-a]pyridin-3-yl]pyrimidin-2-yl}-N-(2-pyrrolidin-1-ylethyl)amine). The solvent is O (water). Starting materials: N1(CCCC1)CCN (2-Pyrrolidin-1-ylethylamine), CS(=O)(=O)C1=NC=CC(=N1)C=1C(=NN2C1C=CC(=C2)C(F)(F)F)C2=CC=C(C=C2)F (4-[2-(4-fluorophenyl)-6-(trifluoromethyl)pyrazolo[1,5-a]pyridin-3-yl]pyrimidin-2-yl methyl sulfone). RXN SMILES: [N:1]1([CH2:6][CH2:7][NH2:8])[CH2:5][CH2:4][CH2:3][CH2:2]1.CS([C:13]1[N:18]=[C:17]([C:19]2[C:20]([C:32]3[CH:37]=[CH:36][C:35]([F:38])=[CH:34][CH:33]=3)=[N:21][N:22]3[CH:27]=[C:26]([C:28]([F:31])([F:30])[F:29])[CH:25]=[CH:24][C:23]=23)[CH:16]=[CH:15][N:14]=1)(=O)=O>O>[F:38][C:35]1[CH:36]=[CH:37][C:32]([C:20]2[C:19]([C:17]3[CH:16]=[CH:15][N:14]=[C:13]([NH:8][CH2:7][CH2:6][N:1]4[CH2:5][CH2:4][CH2:3][CH2:2]4)[N:18]=3)=[C:23]3[CH:24]=[CH:25][C:26]([C:28]([F:31])([F:30])[F:29])=[CH:27][N:22]3[N:21]=2)=[CH:33][CH:34]=1. Reported procedure: 2-Pyrrolidin-1-ylethylamine (0.04 mL) and 4-[2-(4-fluorophenyl)-6-(trifluoromethyl)pyrazolo[1,5-a]pyridin-3-yl]pyrimidin-2-yl methyl sulfone (0.02 g) were mixed at room temperature and heated with an airgun until a homogenous melt was obtained (2 min). Upon cooling, water was added. The precipitated solid was filtered and dried to give the title compound as a beige solid (0.012 g); 1H NMR (CDCl3) δ 8.83(1H, s), 8.51(1H, d), 8.11(1H, d), 7.63(2H, dd), 7.43 (1H, dd), 7.15(2H, dd), 6.33(1H, d), 5.7... Starting materials: CC(C)(C)ON=O, CC#N, [Cl-], Nc1c([N+](=O)[O-])cc(F)c(F)c1Cl, Cl. Product: O=[N+]([O-])c1cc(F)c(F)c(Cl)c1Cl. RXN SMILES: [C:15]([O:16][N:17]=[O:18])([CH3:19])([CH3:20])[CH3:21].[CH3:23][C:24]#[N:25].[Cl-:1].[Cl:2][c:3]1[c:4]([NH2:5])[c:6]([N+:12](=[O:13])[O-:14])[cH:7][c:8]([F:11])[c:9]1[F:10].[ClH:22]>>[Cl:1][c:4]1[c:3]([Cl:2])[c:9]([F:10])[c:8]([F:11])[cH:7][c:6]1[N+:12](=[O:13])[O-:14]. Reactants: P(OC)(OC)OC (trimethyl phosphite), ClC1=CC=C(OC(C(=O)Cl)(C)C)C=C1 (p-chlorophenoxyisobutyryl chloride), CCl (methyl chloride). Run at temperature 0 celsius. Product: ClC1=CC=C(OC(C(=O)P(OC)(OC)=O)(C)C)C=C1 (dimethyl p-chlorophenoxyisobutyrylphosphonate). The yield is 72.1%. As a reaction SMILES: [P:1]([O:6][CH3:7])([O:4][CH3:5])[O:2]C.[Cl:8][C:9]1[CH:21]=[CH:20][C:12]([O:13][C:14]([CH3:19])([CH3:18])[C:15](Cl)=[O:16])=[CH:11][CH:10]=1.CCl>>[Cl:8][C:9]1[CH:21]=[CH:20][C:12]([O:13][C:14]([CH3:18])([CH3:19])[C:15]([P:1](=[O:2])([O:6][CH3:7])[O:4][CH3:5])=[O:16])=[CH:11][CH:10]=1. Procedure details: An amount of 10.6 g (86 mmol) of trimethyl phosphite was added dropwise to 20.0 g (86 mmol) of p-chlorophenoxyisobutyryl chloride cooled to 0° C. As varification of the reaction, evolution of methyl chloride could be observed. Distillation under reduced pressure gave 19.0 g (62 mmol) of dimethyl p-chlorophenoxyisobutyrylphosphonate as an almost colorless oil. The reactants are CCCC(C)C (isohexane), Cl.N[C@@H]1CN(CC1)C1=C(C=C(C=C1)N1C(O[C@H](C1)COC1=NOC=C1)=O)F (3-(4-((3S)-3-amino-1-pyrrolidinyl)-3-fluorophenyl)-5(R)-(isoxazol-3-yloxymethyl)oxazolidin-2-one hydrochloride salt), ClC(=O)OC (methyl chloroformate). The solvent is C(C)OCC (diethyl ether). The product is COC(=O)N[C@@H]1CN(CC1)C1=C(C=C(C=C1)N1C(O[C@H](C1)COC1=NOC=C1)=O)F (3-(4-((3S)-3-Methoxycarbonylamino-1-pyrrolidinyl)-3-fluorophenyl)-5(R)-(isoxazol-3-yloxymethyl)oxazolidin-2-one). As a reaction SMILES: Cl.[NH2:2][C@H:3]1[CH2:7][CH2:6][N:5]([C:8]2[CH:13]=[CH:12][C:11]([N:14]3[CH2:18][C@H:17]([CH2:19][O:20][C:21]4[CH:25]=[CH:24][O:23][N:22]=4)[O:16][C:15]3=[O:26])=[CH:10][C:9]=2[F:27])[CH2:4]1.Cl[C:29]([O:31][CH3:32])=[O:30].CCCC(C)C>C(OCC)C>[CH3:32][O:31][C:29]([NH:2][C@H:3]1[CH2:7][CH2:6][N:5]([C:8]2[CH:13]=[CH:12][C:11]([N:14]3[CH2:18][C@H:17]([CH2:19][O:20][C:21]4[CH:25]=[CH:24][O:23][N:22]=4)[O:16][C:15]3=[O:26])=[CH:10][C:9]=2[F:27])[CH2:4]1)=[O:30] |f:0.1|. Procedure: Using essentially the technique of Example 113, starting from 3-(4-((3S)-3-amino-1-pyrrolidinyl)-3-fluorophenyl)-5(R)-(isoxazol-3-yloxymethyl)oxazolidin-2-one hydrochloride salt (170 mg, 0.43 mmol) and methyl chloroformate gave the desired product (114 mg) after trituration with diethyl ether and isohexane.